Dataset: the Open Reaction Database (ORD), a public repository of structured organic reaction records. Task: describe an organic reaction: reactants, conditions, products, and yield Reactants: Cc1cc(-c2ccc(C(=O)OCc3ccccc3)cc2)cc(C)c1OCCOS(C)(=O)=O, CN(C)C=O, CCOC(C)=O, CC(C)NC(C)C, CC(N)C(O)c1ccc(O)cc1, O. Product: Cc1cc(-c2ccc(C(=O)OCc3ccccc3)cc2)cc(C)c1OCCNC(C)C(O)c1ccc(O)cc1. Reaction SMILES: [CH3:1][S:2]([O:3][CH2:6][CH2:7][O:8][c:9]1[c:10]([CH3:32])[cH:11][c:12](-[c:16]2[cH:17][cH:18][c:19]([C:22](=[O:23])[O:24][CH2:25][c:26]3[cH:27][cH:28][cH:29][cH:30][cH:31]3)[cH:20][cH:21]2)[cH:13][c:14]1[CH3:15])(=[O:4])=[O:5].[CH3:53][N:54]([CH3:55])[CH:56]=[O:57].[CH3:58][CH2:59][O:60][C:61](=[O:62])[CH3:63].[CH:45]([NH:46][CH:47]([CH3:48])[CH3:49])([CH3:50])[CH3:51].[NH2:33][CH:34]([CH:35]([OH:36])[c:37]1[cH:38][cH:39][c:40]([OH:43])[cH:41][cH:42]1)[CH3:44].[OH2:52]>>[CH2:6]([CH2:7][O:8][c:9]1[c:10]([CH3:32])[cH:11][c:12](-[c:16]2[cH:17][cH:18][c:19]([C:22](=[O:23])[O:24][CH2:25][c:26]3[cH:27][cH:28][cH:29][cH:30][cH:31]3)[cH:20][cH:21]2)[cH:13][c:14]1[CH3:15])[NH:33][CH:34]([CH:35]([OH:36])[c:37]1[cH:38][cH:39][c:40]([OH:43])[cH:41][cH:42]1)[CH3:44]. The reactants are C(=O)(O)C1=CC=C(C(=O)C2=CC=C(CSC3=NC4=CC=CC(=C4C(N3C)=O)C)C=C2)C=C1 (2-[4-(4-carboxybenzoyl)benzyl]thio-3,5-dimethyl-4(3H)-quinazolinone), CCOC(=O)OC(=O)OCC (DEPC), CN1CCNCC1 (1-methylpiperazine). Solvent: CN(C)C=O (DMF). Run at time 8 hour. The product is CN1C(=NC2=CC=CC(=C2C1=O)C)SCC1=CC=C(C=C1)C(C1=CC=C(C=C1)C(=O)N1CCN(CC1)C)=O (3,5-Dimethyl-2-[4-[4-(4-methylpiperazinocarbonyl)benzoyl]benzyl]thio-4(3H)-quinazolinone). Reaction SMILES: [C:1]([C:4]1[CH:32]=[CH:31][C:7]([C:8]([C:10]2[CH:30]=[CH:29][C:13]([CH2:14][S:15][C:16]3[N:25]([CH3:26])[C:24](=[O:27])[C:23]4[C:18](=[CH:19][CH:20]=[CH:21][C:22]=4[CH3:28])[N:17]=3)=[CH:12][CH:11]=2)=[O:9])=[CH:6][CH:5]=1)(O)=[O:2].CCOC(OC(OCC)=O)=O.[CH3:44][N:45]1[CH2:50][CH2:49][NH:48][CH2:47][CH2:46]1>CN(C=O)C>[CH3:26][N:25]1[C:24](=[O:27])[C:23]2[C:18](=[CH:19][CH:20]=[CH:21][C:22]=2[CH3:28])[N:17]=[C:16]1[S:15][CH2:14][C:13]1[CH:12]=[CH:11][C:10]([C:8](=[O:9])[C:7]2[CH:6]=[CH:5][C:4]([C:1]([N:48]3[CH2:49][CH2:50][N:45]([CH3:44])[CH2:46][CH2:47]3)=[O:2])=[CH:32][CH:31]=2)=[CH:30][CH:29]=1. Reported procedure: To a solution of 2-[4-(4-carboxybenzoyl)benzyl]thio-3,5-dimethyl-4(3H)-quinazolinone (0.320 g, 0.720 mmol) in DMF (5.0 ml) were added DEPC (0.37 g, 2.27 mmol) and 1-methylpiperazine (0.200 ml, 1.80 mmol) and the mixture was stirred at room temperature overnight. The solvent was then distilled off and the residue was dissolved in ethyl acetate and washed with saturated aqueous NaCl solution. The organic layer was dried over MgSO4 and concentrated under reduced pressure. The residue was purified b... Reactants: CON=C(C#N)C1=NC=CN=C1 (α-Methoxyiminopyrazineacetonitrile), [OH-].[K+] (potassium hydroxide). Run in CO (methanol), O (water). Reaction conditions: temperature 40 celsius, time 1 hour. Yields the product CON=C(C(=O)N)C1=NC=CN=C1 (α-Methoxyiminopyrazineacetamide). Reaction SMILES: [CH3:1][O:2][N:3]=[C:4]([C:7]1[CH:12]=[N:11][CH:10]=[CH:9][N:8]=1)[C:5]#[N:6].[OH-:13].[K+]>CO.O>[CH3:1][O:2][N:3]=[C:4]([C:7]1[CH:12]=[N:11][CH:10]=[CH:9][N:8]=1)[C:5]([NH2:6])=[O:13] |f:1.2|. Procedure details: α-Methoxyiminopyrazineacetonitrile Z-isomer (6.0 g) was dissolved in 35 ml of methanol. A solution of potassium hydroxide (4 g) in 10 ml of water was added and the dark reaction mixture was stirred for 1 hour at a temperature of 40° C. The greater part of the methanol was evaporated under reduced pressure. Starting materials: CCOC(Cc1ccc(OCc2nc(-c3ccccc3OC)oc2C)cc1Cl)C(=O)OC, [Li+], [OH-]. The product is CCOC(Cc1ccc(OCc2nc(-c3ccccc3OC)oc2C)cc1Cl)C(=O)O. RXN SMILES: [CH3:1][O:2][C:3]([CH:4]([CH2:5][c:6]1[c:7]([Cl:28])[cH:8][c:9]([O:12][CH2:13][c:14]2[n:15][c:16](-[c:20]3[c:21]([O:26][CH3:27])[cH:22][cH:23][cH:24][cH:25]3)[o:17][c:18]2[CH3:19])[cH:10][cH:11]1)[O:29][CH2:30][CH3:31])=[O:32].[Li+:34].[OH-:33]>>[O:2]=[C:3]([CH:4]([CH2:5][c:6]1[c:7]([Cl:28])[cH:8][c:9]([O:12][CH2:13][c:14]2[n:15][c:16](-[c:20]3[c:21]([O:26][CH3:27])[cH:22][cH:23][cH:24][cH:25]3)[o:17][c:18]2[CH3:19])[cH:10][cH:11]1)[O:29][CH2:30][CH3:31])[OH:32]. The reactants are CC(C)([O-])C.[K+] (potassium tert-butoxide), BrC(C)C (2-bromopropane), OC1=C(OC(=C1O)C1=CC=CC=C1)C(=O)OC (methyl 3,4-dihydroxy-5-phenyl-2-furancarboxylate). Run in CS(=O)C (dimethyl sulfoxide). Product: C(C)(C)OC1=C(OC(=C1OC(C)C)C1=CC=CC=C1)C(=O)OC (methyl 3,4-diisopropoxy-5-phenyl-2-furancarboxylate). RXN SMILES: [OH:1][C:2]1[C:6]([OH:7])=[C:5]([C:8]2[CH:13]=[CH:12][CH:11]=[CH:10][CH:9]=2)[O:4][C:3]=1[C:14]([O:16][CH3:17])=[O:15].C[C:19]([CH3:22])([O-])[CH3:20].[K+].Br[CH:25]([CH3:27])[CH3:26]>CS(C)=O>[CH:19]([O:1][C:2]1[C:6]([O:7][CH:25]([CH3:27])[CH3:26])=[C:5]([C:8]2[CH:13]=[CH:12][CH:11]=[CH:10][CH:9]=2)[O:4][C:3]=1[C:14]([O:16][CH3:17])=[O:15])([CH3:22])[CH3:20] |f:1.2|. Reported procedure: Following the procedure described in Example 119, methyl 3,4-dihydroxy-5-phenyl-2-furancarboxylate (4.80 g, 21.6 mmol is treated with potassium tert-butoxide (5.85 g, 52.3 mmol, 1.21 equiv) and 2-bromopropane (21.0 g, 170.4 mmol, 3.94 equiv) in dimethyl sulfoxide (70 mL) at room temperature for 6.5 hours to give 5.62 g of crude methyl 3,4-diisopropoxy-5-phenyl-2-furancarboxylate as a red oil.